Dataset: the Open Reaction Database (ORD), a public repository of structured organic reaction records. Task: describe an organic reaction: reactants, conditions, products, and yield Starting materials: C(C)(C)(C)OC(=O)N1[C@@H](CC(C1)=NOC)C(=O)O ((2S,4EZ)-1-(tert-butoxycarbonyl)-4-(methoxyimino)-2-pyrrolidinecarboxylic acid), CC1=C(C=CC=C1)C1=CC(=C(C=C1)C(=O)O)C (2′,3-dimethyl[1,1′-biphenyl]-4-carboxylic acid), N1(CCNCC1)CCO (2-(1-piperazinyl)ethanol). Yields the product CON=C1CN([C@@H](C1)C(=O)N1CCN(CC1)CCO)C(=O)C1=C(C=C(C=C1)C1=C(C=CC=C1)C)C ((3EZ,5S)-1-[(2′,3-dimethyl[1,1′-biphenyl]-4-yl)carbonyl]-5-{[4-(2-hydroxyethyl)-1-piperazinyl]carbonyl}-3-pyrrolidinone O-methyloxime). Reaction SMILES: C(O[C:6]([N:8]1[CH2:12][C:11](=[N:13][O:14][CH3:15])[CH2:10][C@H:9]1[C:16]([OH:18])=O)=[O:7])(C)(C)C.[CH3:19][C:20]1[CH:25]=[CH:24][CH:23]=[CH:22][C:21]=1[C:26]1[CH:31]=[CH:30][C:29](C(O)=O)=[C:28]([CH3:35])[CH:27]=1.[N:36]1([CH2:42][CH2:43][OH:44])[CH2:41][CH2:40][NH:39][CH2:38][CH2:37]1>>[CH3:15][O:14][N:13]=[C:11]1[CH2:10][C@@H:9]([C:16]([N:39]2[CH2:40][CH2:41][N:36]([CH2:42][CH2:43][OH:44])[CH2:37][CH2:38]2)=[O:18])[N:8]([C:6]([C:29]2[CH:30]=[CH:31][C:26]([C:21]3[CH:22]=[CH:23][CH:24]=[CH:25][C:20]=3[CH3:19])=[CH:27][C:28]=2[CH3:35])=[O:7])[CH2:12]1. Procedure details: Following the general method as outlined in Example 22, starting from (2S,4EZ)-1-(tert-butoxycarbonyl)-4-(methoxyimino)-2-pyrrolidinecarboxylic acid, 2′,3-dimethyl[1,1′-biphenyl]-4-carboxylic acid, and 2-(1-piperazinyl)ethanol, the title compound was obtained in 86% purity by HPLC. MS(ESI+): m/z=479. Starting materials: CN1CCCC1=O, O=C(O)CC1CCCCC1, Nc1c(Cl)ccc2nc(Cl)ccc12, Cl, O. Product: O=C(CC1CCCCC1)Nc1c(Cl)ccc2nc(Cl)ccc12. RXN SMILES: [CH3:26][N:27]1[CH2:28][CH2:29][CH2:30][C:31]1=[O:32].[CH:14]1([CH2:20][C:21](=[O:22])[OH:23])[CH2:15][CH2:16][CH2:17][CH2:18][CH2:19]1.[Cl:1][c:2]1[n:3][c:4]2[cH:5][cH:6][c:7]([Cl:13])[c:8]([NH2:12])[c:9]2[cH:10][cH:11]1.[ClH:25].[OH2:24]>>[Cl:1][c:2]1[n:3][c:4]2[cH:5][cH:6][c:7]([Cl:13])[c:8]([NH:12][C:21]([CH2:20][CH:14]3[CH2:15][CH2:16][CH2:17][CH2:18][CH2:19]3)=[O:22])[c:9]2[cH:10][cH:11]1. Reactants: O.O.O.O.B([O-])([O-])O[O-].[Na+].[Na+].[Na+] (Sodium peroxyborate tetrahydrate), SC1=C(CCCCC1)C(=O)OCC (ethyl 2-mercapto-1-cycloheptene-1-carboxylate). Solvent: C(C)(=O)O (acetic acid), C(C)(=O)O (acetic acid). Run at temperature 52.5 celsius, time 3 hour. Product: S(=O)(=O)(O)C1=C(CCCCC1)C(=O)OCC (ethyl 2-sulfo-1-cycloheptene-1-carboxylate). The yield is 91.4%. As a reaction SMILES: [OH2:1].[OH2:2].[OH2:3].O.B(O[O-])([O-])[O-].[Na+].[Na+].[Na+].[SH:13][C:14]1[CH2:20][CH2:19][CH2:18][CH2:17][CH2:16][C:15]=1[C:21]([O:23][CH2:24][CH3:25])=[O:22]>C(O)(=O)C>[S:13]([C:14]1[CH2:20][CH2:19][CH2:18][CH2:17][CH2:16][C:15]=1[C:21]([O:23][CH2:24][CH3:25])=[O:22])([OH:3])(=[O:2])=[O:1] |f:0.1.2.3.4.5.6.7|. Procedure: Sodium peroxyborate tetrahydrate (6.8 g) was admixed with acetic acid (37 ml) and heated to 50 to 55° C. and then a solution of ethyl 2-mercapto-1-cycloheptene-1-carboxylate (3.0 g, synthesized in accordance with Tetrahedron, Vol.30, p.3753 (1974)) in acetic acid (15 ml) was added dropwise over 1 hour. The mixture was stirred at 50 to 55° C. for 3 hours and then at 80 to 85° C. for 5 hours and concentrated under reduced pressure. The residue was combined with acetonitrile (100 ml) and stirred at... The reactants are BrC=1C=CC=C2C(N(C3(CCN(C=C3)C(=O)OC(C)(C)C)C12)CC1=CC=C(C=C1)OC)=O (tert-butyl 7-bromo-2-(4-methoxybenzyl)-3-oxo-2′,3′-dihydro-1′H-spiro[isoindoline-1,4′-pyridine]-1′-carboxylate). Run in C(=O)(C(F)(F)F)O (TFA), C(F)(F)(F)S(=O)(=O)O (CF3SO3H). Product: BrC=1C=CC=C2C(NC3(CCNC=C3)C12)=O (7-bromo-2′,3′-dihydro-1′H-spiro[isoindoline-1,4′-pyridin]-3-one). Isolated yield 71.7%. Reaction SMILES: [Br:1][C:2]1[CH:3]=[CH:4][CH:5]=[C:6]2[C:22]=1[C:9]1([CH:14]=[CH:13][N:12](C(OC(C)(C)C)=O)[CH2:11][CH2:10]1)[N:8](CC1C=CC(OC)=CC=1)[C:7]2=[O:32]>C(O)(C(F)(F)F)=O.C(S(O)(=O)=O)(F)(F)F>[Br:1][C:2]1[CH:3]=[CH:4][CH:5]=[C:6]2[C:22]=1[C:9]1([CH:10]=[CH:11][NH:12][CH2:13][CH2:14]1)[NH:8][C:7]2=[O:32]. Reported procedure: A solution of tert-butyl 7-bromo-2-(4-methoxybenzyl)-3-oxo-2′,3′-dihydro-1′H-spiro[isoindoline-1,4′-pyridine]-1′-carboxylate (5 g, 0.01 mol) in TFA (50 mL) and CF3SO3H (5 mL) was stirred and heated for 8 h. The mixture was concentrated to give a residue which was washed with aq NaOH and extracted with EtOAc. The organic layer was dried and concentrated to give 7-bromo-2′,3′-dihydro-1′H-spiro[isoindoline-1,4′-pyridin]-3-one (2.0 g, 72%).